This data is from the Open Reaction Database (ORD), a public repository of structured organic reaction records. The task is: describe an organic reaction: reactants, conditions, products, and yield The reactants are O1CCOC2=C1C=CC(=C2)NC2=NC=CC(=C2)C2=CC=C(C=C2)C(C)=O (1-{4-[2-(2,3-dihydro-benzo[1,4]dioxin-6-ylamino)-pyridin-4-yl]-phenyl}-ethanone), [BH4-].[Na+] (NaBH4), CN (methylamine), ClCCl (dichloromethane). Solvent: CO (MeOH), CO (MeOH), CO (MeOH). Conditions: time 8 hour. Product: N (NH3), O1CCOC2=C1C=CC(=C2)NC2=NC=CC(=C2)C2=CC=C(C=C2)C(C)O (1-{4-[2-(2,3-Dihydro-benzo[1,4]dioxin-6-ylamino)-pyridin-4-yl]-phenyl}-ethanol). Reaction SMILES: [O:1]1[C:6]2[CH:7]=[CH:8][C:9]([NH:11][C:12]3[CH:17]=[C:16]([C:18]4[CH:23]=[CH:22][C:21]([C:24](=[O:26])[CH3:25])=[CH:20][CH:19]=4)[CH:15]=[CH:14][N:13]=3)=[CH:10][C:5]=2[O:4][CH2:3][CH2:2]1.CN.[BH4-].[Na+].ClCCl>CO>[NH3:11].[O:1]1[C:6]2[CH:7]=[CH:8][C:9]([NH:11][C:12]3[CH:17]=[C:16]([C:18]4[CH:23]=[CH:22][C:21]([CH:24]([OH:26])[CH3:25])=[CH:20][CH:19]=4)[CH:15]=[CH:14][N:13]=3)=[CH:10][C:5]=2[O:4][CH2:3][CH2:2]1 |f:2.3|. Procedure details: To the suspension of 1-{4-[2-(2,3-dihydro-benzo[1,4]dioxin-6-ylamino)-pyridin-4-yl]-phenyl}-ethanone (Example 7, 0.19 g, 0.55 mmol) in 2 mL of MeOH was added a solution of methylamine in MeOH (Aldrich Chemical Company) (2N, 0.55 mL, 1.1 mmol). The reaction was stirred at room temperature under nitrogen overnight. NaBH4 (Aldrich Chemical Company) (25 mg, 0.66 mmol) was then added to the reaction and it was stirred for another 5 hrs. The solvent was dichloromethane:2N NH3 in MeOH) to give the titl... Starting materials: C(C1=CC=CC=C1)SC1=C(C(=NN1C)C)C(=O)OCC (ethyl 5-benzylthio-1,3-dimethylpyrazole-4-carboxylate), Cl (hydrochloric acid). Run in O (water). Yields the product C(C1=CC=CC=C1)SC1=CC(=NN1C)C (5-Benzylthio-1,3-dimethylpyrazole). Isolated yield 99.8%. As a reaction SMILES: [CH2:1]([S:8][C:9]1[N:13]([CH3:14])[N:12]=[C:11]([CH3:15])[C:10]=1C(OCC)=O)[C:2]1[CH:7]=[CH:6][CH:5]=[CH:4][CH:3]=1.Cl>O>[CH2:1]([S:8][C:9]1[N:13]([CH3:14])[N:12]=[C:11]([CH3:15])[CH:10]=1)[C:2]1[CH:7]=[CH:6][CH:5]=[CH:4][CH:3]=1. Procedure: A mixture of 2.0 g of ethyl 5-benzylthio-1,3-dimethylpyrazole-4-carboxylate, 9 ml of concentrated hydrochloric acid and 6 ml of water is refluxed for 11 hours. The reaction mixture is cooled to room temperature, extracted with chloroform. The extract is washed with a saturated aqueous sodium chloride solution, dried over anhydrous sodium sulfate. Chloroform is evaporated under reduced pressure to yield 1.5 g of the title compound as a colorless oil. The reactants are C([O-])([O-])=O.[Na+].[Na+] (sodium carbonate), C(C#C)OC=1C=C(CO)C=C(C1)OCC#C (3,5-Dipropargyloxybenzyl alcohol), C(C)(=O)OC(C)=O (acetic anhydride), ice water. The reagents and catalysts are S(O)(O)(=O)=O (sulfuric acid). Conditions: temperature 95 celsius, time 3 hour. Yields the product C(C)(=O)OCC1=CC(=CC(=C1)OCC#C)OCC#C (3,5-Di(propargyloxy)benzyl acetate). Yield: 96.0%. As a reaction SMILES: [CH2:1]([O:4][C:5]1[CH:6]=[C:7]([CH:10]=[C:11]([O:13][CH2:14][C:15]#[CH:16])[CH:12]=1)[CH2:8][OH:9])[C:2]#[CH:3].[C:17](OC(=O)C)(=[O:19])[CH3:18].C(=O)([O-])[O-].[Na+].[Na+]>S(=O)(=O)(O)O>[C:17]([O:9][CH2:8][C:7]1[CH:10]=[C:11]([O:13][CH2:14][C:15]#[CH:16])[CH:12]=[C:5]([O:4][CH2:1][C:2]#[CH:3])[CH:6]=1)(=[O:19])[CH3:18] |f:2.3.4|. Reported procedure: 3,5-Dipropargyloxybenzyl alcohol (I) (6.3 g, 0.029 mol) was stirred in acetic anhydride (7 mL, 0.07 mol). Concentrated sulfuric acid (2 drops) was added and the solution was stirred (90-100° C.) for 3 hours. The solution was then poured into ice water, neutralized with a saturated sodium carbonate solution and after the reaction was worked up, the product was purified using silica in a sintered glass funnel and the solvents were removed leaving a yellow oil, which solidified upon standing, 7.2 g... The reactants are BrBr (Bromine), C(C)N1C(=NC=C1C1=NC(=NC=C1)NC1=CC=C(C=C1)S(NCCOC)(=O)=O)C (4-(1-ethyl-2-methylimidazol-5-yl)-2-{4-[N-(2-methoxyethyl)sulphamoyl]anilino}pyrimidine). The solvent is C(C)(=O)O (acetic acid). Run at temperature 60 celsius. The product is BrC=1C(=NC(=NC1)NC1=CC=C(C=C1)S(NCCOC)(=O)=O)C1=CN=C(N1CC)C (5-Bromo-4-(1-ethyl-2-methylimidazol-5-yl)-2-{4-[N-(2-methoxyethyl)sulphamoyl]anilino}pyrimidine). Isolated yield 57.5%. RXN SMILES: [Br:1]Br.[CH2:3]([N:5]1[C:9]([C:10]2[CH:15]=[CH:14][N:13]=[C:12]([NH:16][C:17]3[CH:22]=[CH:21][C:20]([S:23](=[O:30])(=[O:29])[NH:24][CH2:25][CH2:26][O:27][CH3:28])=[CH:19][CH:18]=3)[N:11]=2)=[CH:8][N:7]=[C:6]1[CH3:31])[CH3:4]>C(O)(=O)C>[Br:1][C:15]1[C:10]([C:9]2[N:5]([CH2:3][CH3:4])[C:6]([CH3:31])=[N:7][CH:8]=2)=[N:11][C:12]([NH:16][C:17]2[CH:18]=[CH:19][C:20]([S:23](=[O:30])(=[O:29])[NH:24][CH2:25][CH2:26][O:27][CH3:28])=[CH:21][CH:22]=2)=[N:13][CH:14]=1. Reported procedure: Bromine (8 μl, 0.14 mmol) was added to a solution of 4-(1-ethyl-2-methylimidazol-5-yl)-2-{4-[N-(2-methoxyethyl)sulphamoyl]anilino}pyrimidine (Method 71; 52 mg, 0.13 mmol) in glacial acetic acid (2 ml) heated at 60° C. The mixture was heated at 60° C. for 4 hours, then the solvent was removed by evaporated. The residue was dissolved in DCM (20 ml), washed with saturated aqueous sodium hydrogen carbonate solution (20 ml), dried (Chemelut column 1005) and purified by flash chromatography eluting wi... Reactants: BrCc1ccccc1, CCCCCC, CCO, Cl, [Na+], [OH-], O, Oc1nc(S)nc2nc[nH]c12. Product: Oc1nc(SCc2ccccc2)nc2nc[nH]c12. As a reaction SMILES: [CH2:12]([c:13]1[cH:14][cH:15][cH:16][cH:17][cH:18]1)[Br:19].[CH3:21][CH2:22][CH2:23][CH2:24][CH2:25][CH3:26].[CH3:27][CH2:28][OH:29].[ClH:20].[Na+:31].[OH-:30].[OH2:32].[SH:1][c:2]1[n:3][c:4]([OH:11])[c:5]2[nH:6][cH:7][n:8][c:9]2[n:10]1>>[S:1]([c:2]1[n:3][c:4]([OH:11])[c:5]2[nH:6][cH:7][n:8][c:9]2[n:10]1)[CH2:12][c:13]1[cH:14][cH:15][cH:16][cH:17][cH:18]1. Reactants: CC(C)(C)[Si](C)(C)OCC1Cc2cc3nc(CCCN4CCOCC4)n[n+]([O-])c3cc2C1, CO, Cl. Yields the product [O-][n+]1nc(CCCN2CCOCC2)nc2cc3c(cc21)CC(CO)C3. As a reaction SMILES: [C:1]([Si:2]([CH3:3])([CH3:4])[O:6][CH2:7][CH:8]1[CH2:9][c:10]2[cH:11][c:12]3[c:13]([n:14][c:15]([CH2:19][CH2:20][CH2:21][N:22]4[CH2:23][CH2:24][O:25][CH2:26][CH2:27]4)[n:16][n+:17]3[O-:18])[cH:28][c:29]2[CH2:30]1)([CH3:5])([CH3:31])[CH3:32].[CH3:34][OH:35].[ClH:33]>>[OH:6][CH2:7][CH:8]1[CH2:9][c:10]2[cH:11][c:12]3[c:13]([n:14][c:15]([CH2:19][CH2:20][CH2:21][N:22]4[CH2:23][CH2:24][O:25][CH2:26][CH2:27]4)[n:16][n+:17]3[O-:18])[cH:28][c:29]2[CH2:30]1. The reactants are C1CCOC1, CCN(C(C)C)C(C)C, ClCCl, Cc1ccc(C(=O)O)cc1N=[N+]=[N-], COc1c(N)cc(C(C)(C)C)cc1NS(C)(=O)=O, CN(C)C=O. Product: COc1c(NC(=O)c2ccc(C)c(N=[N+]=[N-])c2)cc(C(C)(C)C)cc1NS(C)(=O)=O. RXN SMILES: [CH2:49]1[O:50][CH2:51][CH2:52][CH2:53]1.[CH:37]([N:38]([CH2:39][CH3:40])[CH:41]([CH3:42])[CH3:43])([CH3:44])[CH3:45].[Cl:46][CH2:47][Cl:48].[N:1](=[N+:2]=[N-:3])[c:4]1[cH:5][c:6]([C:7](=[O:8])[OH:9])[cH:10][cH:11][c:12]1[CH3:13].[NH2:19][c:20]1[c:21]([O:35][CH3:36])[c:22]([NH:30][S:31](=[O:32])(=[O:33])[CH3:34])[cH:23][c:24]([C:26]([CH3:27])([CH3:28])[CH3:29])[cH:25]1.[O:14]=[CH:15][N:16]([CH3:17])[CH3:18]>>[N:1](=[N+:2]=[N-:3])[c:4]1[cH:5][c:6]([C:7](=[O:9])[NH:19][c:20]2[c:21]([O:35][CH3:36])[c:22]([NH:30][S:31](=[O:32])(=[O:33])[CH3:34])[cH:23][c:24]([C:26]([CH3:27])([CH3:28])[CH3:29])[cH:25]2)[cH:10][cH:11][c:12]1[CH3:13].